This data is from the Open Reaction Database (ORD), a public repository of structured organic reaction records. The task is: describe an organic reaction: reactants, conditions, products, and yield The reactants are N1(CCCCC1)CC1=CC(=NC=C1)OC\C=C/CN (4-(4-piperidinomethyl-2-pyridyloxy) -cis-2-butenylamine), C(C)(C)N (isopropylamine), C(=O)(N1C=NC=C1)N1C=NC=C1 (carbonyldiimidazole), ice water. Solvent: C(Cl)Cl (methylene chloride), C(Cl)Cl (methylene chloride), C(Cl)Cl (methylene chloride). Conditions: time 2 hour. The product is N1(CCCCC1)CC1=CC(=NC=C1)OC\C=C/CNC(=O)NC(C)C (N-[4-(4-piperidinomethyl-2-pyridyloxy) -cis-2-butenyl]-N'-isopropylurea). The yield is 61.9%. RXN SMILES: [CH:1]([NH2:4])([CH3:3])[CH3:2].[C:5](N1C=CN=C1)(N1C=CN=C1)=[O:6].[N:17]1([CH2:23][C:24]2[CH:29]=[CH:28][N:27]=[C:26]([O:30][CH2:31]/[CH:32]=[CH:33]\[CH2:34][NH2:35])[CH:25]=2)[CH2:22][CH2:21][CH2:20][CH2:19][CH2:18]1>C(Cl)Cl>[N:17]1([CH2:23][C:24]2[CH:29]=[CH:28][N:27]=[C:26]([O:30][CH2:31]/[CH:32]=[CH:33]\[CH2:34][NH:35][C:5]([NH:4][CH:1]([CH3:3])[CH3:2])=[O:6])[CH:25]=2)[CH2:22][CH2:21][CH2:20][CH2:19][CH2:18]1. Reported procedure: A solution of 0.113 g of isopropylamine in 2 ml of methylene chloride was added to a solution of 0.31 g of carbonyldiimidazole in 5 ml of methylene chloride, and the resulting mixture was cooled with ice, after which a solution of 0.500 g of 4-(4-piperidinomethyl-2-pyridyloxy) -cis-2-butenylamine in 5 ml of methylene chloride was added. The reaction mixture was stirred at room temperature for 2 hours, after which it was poured into ice-water and extracted with methylene chloride. The extract was... The reactants are CCOC(C)=O, CO, COC(=O)c1cccc(CC2CCCC=C2c2nc(-c3ccccc3)c(-c3ccccc3)o2)c1C. The product is COC(=O)c1cccc(CC2CCCCC2c2nc(-c3ccccc3)c(-c3ccccc3)o2)c1C. Reaction SMILES: [CH3:36][CH2:37][O:38][C:39]([CH3:40])=[O:41].[CH3:42][OH:43].[c:1]1(-[c:7]2[n:8][c:9]([C:18]3=[CH:23][CH2:22][CH2:21][CH2:20][CH:19]3[CH2:24][c:25]3[c:26]([CH3:35])[c:27]([C:28](=[O:29])[O:30][CH3:31])[cH:32][cH:33][cH:34]3)[o:10][c:11]2-[c:12]2[cH:13][cH:14][cH:15][cH:16][cH:17]2)[cH:2][cH:3][cH:4][cH:5][cH:6]1>>[c:1]1(-[c:7]2[n:8][c:9]([CH:18]3[CH:19]([CH2:24][c:25]4[c:26]([CH3:35])[c:27]([C:28](=[O:29])[O:30][CH3:31])[cH:32][cH:33][cH:34]4)[CH2:20][CH2:21][CH2:22][CH2:23]3)[o:10][c:11]2-[c:12]2[cH:13][cH:14][cH:15][cH:16][cH:17]2)[cH:2][cH:3][cH:4][cH:5][cH:6]1. The reactants are FC1=CC=C(C(=O)Cl)C=C1 (4-Fluorobenzoyl chloride), Cl.NC1=C(C=C(O)C=C1)O (4-Aminoresorcinol HCl salt), C([O-])([O-])=O.[K+].[K+] (Potassium carbonate). The solvent is O (water), CN1CCCC1=O (NMP). Yields the product FC1=CC=C(C=C1)C=1OC2=C(N1)C=CC(=C2)O (2-(4-Fluorophenyl)-6-hydroxybenzoxazole). The yield is 81.0%. As a reaction SMILES: Cl.[NH2:2][C:3]1[CH:9]=[CH:8][C:6]([OH:7])=[CH:5][C:4]=1[OH:10].[F:11][C:12]1[CH:20]=[CH:19][C:15]([C:16](Cl)=O)=[CH:14][CH:13]=1.C(=O)([O-])[O-].[K+].[K+]>CN1C(=O)CCC1.O>[F:11][C:12]1[CH:20]=[CH:19][C:15]([C:16]2[O:10][C:4]3[CH:5]=[C:6]([OH:7])[CH:8]=[CH:9][C:3]=3[N:2]=2)=[CH:14][CH:13]=1 |f:0.1,3.4.5|. Procedure details: 4-Aminoresorcinol HCl salt (1.61 g) is dissolved in 10 ml of NMP under nitrogen atmosphere. 4-Fluorobenzoyl chloride (1.91 g) is added all at once and the mixture is heated under reflux for approximately 2 hours. After reflux, the mixture is allowed to cool and is diluted with 60 ml of water. Potassium carbonate (3.5 g) is added and the mixture is stirred. The resulting precipitate is filtered and recrystallized from ethanol and water to yield 1.85 g of the above-named product. The product melts... Starting materials: COC1=CC=C2C=CC(=C(C2=C1)C1=CC(=CC=C1)OC)/C=C/C(=O)O ((E)-3-[7-methoxy-1-(3-methoxyphenyl)-2-naphthalenyl]-2-propenoic acid), [N+](=O)([O-])C1=CC=C(C=C1)O (4-nitrophenol), C1(CCCCC1)N=C=NC1CCCCC1 (1,3-dicyclohexylcarbodiimide). Solvent: ClCCl (dichloromethane). The product is [N+](=O)([O-])C1=CC=C(C=C1)OC(\C=C\C1=C(C2=CC(=CC=C2C=C1)OC)C1=CC(=CC=C1)OC)=O ((E)-3-[7-methoxy-1-(3-methoxyphenyl)-2-naphthalenyl]-2-propenoic acid 4-nitrophenyl ester). Isolated yield 89.7%. RXN SMILES: [CH3:1][O:2][C:3]1[CH:12]=[C:11]2[C:6]([CH:7]=[CH:8][C:9](/[CH:21]=[CH:22]/[C:23]([OH:25])=[O:24])=[C:10]2[C:13]2[CH:18]=[CH:17][CH:16]=[C:15]([O:19][CH3:20])[CH:14]=2)=[CH:5][CH:4]=1.[N+:26]([C:29]1[CH:34]=[CH:33][C:32](O)=[CH:31][CH:30]=1)([O-:28])=[O:27].C1(N=C=NC2CCCCC2)CCCCC1>ClCCl>[N+:26]([C:29]1[CH:34]=[CH:33][C:32]([O:24][C:23](=[O:25])/[CH:22]=[CH:21]/[C:9]2[CH:8]=[CH:7][C:6]3[C:11](=[CH:12][C:3]([O:2][CH3:1])=[CH:4][CH:5]=3)[C:10]=2[C:13]2[CH:18]=[CH:17][CH:16]=[C:15]([O:19][CH3:20])[CH:14]=2)=[CH:31][CH:30]=1)([O-:28])=[O:27]. Procedure: As in Example 113, (E)-3-[7-methoxy-1-(3-methoxyphenyl)-2-naphthalenyl]-2-propenoic acid (0.982 g) was reacted with 4-nitrophenol (0.493 g) in dichloromethane (10 mL) in the presence of 1,3-dicyclohexylcarbodiimide (606 g) at room temperature overnight. The usual work up provided 1.2 g of (E)-3-[7-methoxy-1-(3-methoxyphenyl)-2-naphthalenyl]-2-propenoic acid 4-nitrophenyl ester. Reactants: hydrochloride salt, CC1(C2CNCC12)C=1C=C(C=CC1)NS(=O)(=O)C (N-[3-(6-methyl-3-azabicyclo[3.1.0]hex-6-yl)phenyl]methanesulfonamide), C(O)([O-])=O.[Na+] (sodium hydrogen carbonate), BrCCCO (3-bromo-1-propanol), C(C)OCC (diethyl ether). The solvent is CN(C=O)C (N,N-dimethylformamide), O (water). Run at temperature 50 celsius, time 5 minute. The product is N (ammonia), OCCCN1CC2C(C2C1)(C)C=1C=C(C=CC1)NS(=O)(=O)C (N-{3-[3-(3-hydroxypropyl)-6-methyl-3-azabicyclo[3.1.0]hex-6-yl]phenyl}methanesulfonamide). Isolated yield 29.1%. Reaction SMILES: [CH3:1][C:2]1([C:8]2[CH:9]=[C:10]([NH:14][S:15]([CH3:18])(=[O:17])=[O:16])[CH:11]=[CH:12][CH:13]=2)[CH:7]2[CH:3]1[CH2:4][NH:5][CH2:6]2.C(=O)([O-])O.[Na+].Br[CH2:25][CH2:26][CH2:27][OH:28].C(OCC)C>CN(C)C=O.O>[NH3:5].[OH:28][CH2:27][CH2:26][CH2:25][N:5]1[CH2:6][CH:7]2[CH:3]([C:2]2([C:8]2[CH:9]=[C:10]([NH:14][S:15]([CH3:18])(=[O:17])=[O:16])[CH:11]=[CH:12][CH:13]=2)[CH3:1])[CH2:4]1 |f:1.2|. Procedure details: To a solution of the hydrochloride salt of N-[3-(6-methyl-3-azabicyclo[3.1.0]hex-6-yl)phenyl]methanesulfonamide (Preparation 53, 200 mg, 0.89 mmol) in N,N-dimethylformamide (8 ml) was added sodium hydrogen carbonate (3 g, 36 mmol) and 3-bromo-1-propanol (0.08 ml, 0.89 mmol), the reaction mixture was heated at 50° C. for 20 h. After cooling, diethyl ether (15 ml) and water (15 ml) were added and the reaction mixture was stirred vigorously for 5 min. The phases were separated and the aqueous layer... The reactants are C1(CC1)C(=O)O (CPC-Acid), ( 1 ), C1(CC1)C(=O)O (cyclopropanecarboxylic acid), C1(CC1)C(=O)O (CPC-Acid). The reagents and catalysts are [Co].[Pt] (platinum-cobalt). The product is C1(CC1)C=O (cyclopropanecarboxaldehyde), molecular oxygen, C1CC1C(=O)O (acid). As a reaction SMILES: [CH:1]1([C:4]([OH:6])=[O:5])[CH2:3][CH2:2]1>[Co].[Pt]>[CH:1]1([CH:4]=[O:5])[CH2:3][CH2:2]1.[CH2:2]1[CH:1]([C:4]([OH:6])=[O:5])[CH2:3]1 |f:1.2|. Procedure: Disclosed is a process for the conversion of off-color cyclopropanecarboxylic acid (CPC-Acid) to CPC-Acid having a color value (platinum-cobalt scale) of less than about 10 by the steps of (1) heating off-color CPC-Acid produced by the oxidation of cyclopropanecarboxaldehyde with molecular oxygen with a strong acid; and (2) distilling the mixture of step (1) to obtain CPC-Acid having a color value of less than about 10 as the distillate product. Starting materials: ClC1=CC=C(C=2C(C=3C=CN=CC3C(C21)=O)=O)OS(=O)(=O)C2=CC=C(C=C2)C (9-chloro-6-(p-toluenesulfonyloxy)benzo [g]isoquinoline-5,10-dione), C(C)(C)N(C(C)C)CC (N,N-diisopropylethylamine), C(C)(C)(C)OC(=O)NCCCl (N-t-butoxycarbonyl-2-chloro-ethylamine), NN (hydrazine), FC1=CC=C(C=2C(C=3C=CN=CC3C(C21)=O)=O)OS(=O)(=O)C2=CC=C(C=C2)C (9-fluoro-6-(p-toluenesulfonyloxy)benzo[g]isoquinoline-5,10-dione), Example 15b, (2-N-tert-butoxycarbonylaminoethyl)hydrazine. Solvent: C1CCOC1 (THF), C1CCOC1 (THF). Product: (2-N-tert-butoxycarbonylaminoethyl)hydrazine, C1(=CC=C(C=C1)S(=O)(=O)OC1=C2C=3C(=NNC3C=C1)C=1C=NC=CC1C2=O)C (5-(p-toluenesulfonyloxy)iso-quino[8,7,6-cd]indazole-6(2H)-one). As a reaction SMILES: C(OC(NCCCl)=O)(C)(C)C.[NH2:12][NH2:13].F[C:15]1[C:28]2[C:27](=O)[C:26]3[CH:25]=[N:24][CH:23]=[CH:22][C:21]=3[C:20](=[O:30])[C:19]=2[C:18]([O:31][S:32]([C:35]2[CH:40]=[CH:39][C:38]([CH3:41])=[CH:37][CH:36]=2)(=[O:34])=[O:33])=[CH:17][CH:16]=1.ClC1C2C(=O)C3C=NC=CC=3C(=O)C=2C(OS(C2C=CC(C)=CC=2)(=O)=O)=CC=1.C(N(CC)C(C)C)(C)C>C1COCC1>[C:38]1([CH3:41])[CH:39]=[CH:40][C:35]([S:32]([O:31][C:18]2[CH:17]=[CH:16][C:15]3[NH:13][N:12]=[C:27]4[C:26]5[CH:25]=[N:24][CH:23]=[CH:22][C:21]=5[C:20](=[O:30])[C:19]=2[C:28]=34)(=[O:33])=[O:34])=[CH:36][CH:37]=1. Procedure: (2-N-tert-butoxycarbonylaminoethyl)hydrazine is prepared by reaction of N-t-butoxycarbonyl-2-chloro-ethylamine with hydrazine following a procedure adapted from J. Med. Chem. 7, 493, (1964). Under a nitrogen atmosphere a solution of (2-N-tert-butoxycarbonylaminoethyl)hydrazine (9.2 g) in anhydrous THF (10 mL) is added during 30' to the stirred 9:1 mixture of 9-fluoro-6-(p-toluenesulfonyloxy)benzo[g]isoquinoline-5,10-dione and 9-chloro-6-(p-toluenesulfonyloxy)benzo [g]isoquinoline-5,10-dione of P...